Dataset: the Open Reaction Database (ORD), a public repository of structured organic reaction records. Task: describe an organic reaction: reactants, conditions, products, and yield The reactants are NCCCC1=CC=C(C=C1)O (4-(3-aminopropyl)phenol), C(C=C)(=O)OC(C)(C)C (tert-butyl acrylate). Run in CO (methanol). Reaction conditions: time 8 hour. Product: OC1=CC=C(C=C1)CCCNCCC(=O)OC(C)(C)C (tert-butyl N-[3-(4-hydroxyphenyl)propyl]-β-alaninate). Reaction SMILES: [NH2:1][CH2:2][CH2:3][CH2:4][C:5]1[CH:10]=[CH:9][C:8]([OH:11])=[CH:7][CH:6]=1.[C:12]([O:16][C:17]([CH3:20])([CH3:19])[CH3:18])(=[O:15])[CH:13]=[CH2:14]>CO>[OH:11][C:8]1[CH:7]=[CH:6][C:5]([CH2:4][CH2:3][CH2:2][NH:1][CH2:14][CH2:13][C:12]([O:16][C:17]([CH3:20])([CH3:19])[CH3:18])=[O:15])=[CH:10][CH:9]=1. Procedure details: To a methanol solution (25 mL) of 4-(3-aminopropyl)phenol (1.83 g), tert-butyl acrylate (1.7 mL) was added dropwise thereto at room temperature, followed by stirring at room temperature overnight. The reaction mixture was concentrated. The residue was purified by silica gel column chromatography (ethyl acetate→ethyl acetate:methanol=3:1) to give the title compound (1.55 g) having the following physical properties. TLC: Rf 0.24 (ethyl acetate:methanol 5:1); Starting materials: CO, Cc1cnc(C(=O)NNC(=O)OC(C)(C)C)s1, Cl. The product is Cc1cnc(C(=O)NN)s1. As a reaction SMILES: [CH3:19][OH:20].[CH3:1][c:2]1[cH:3][n:4][c:5]([C:7](=[O:8])[NH:9][NH:10][C:11]([O:12][C:13]([CH3:14])([CH3:15])[CH3:16])=[O:17])[s:6]1.[ClH:18]>>[CH3:1][c:2]1[cH:3][n:4][c:5]([C:7](=[O:8])[NH:9][NH2:10])[s:6]1. The reactants are [H-].[Na+] (sodium hydride), O (water), C(C)OP(=O)(OCC)CC=CC(=O)OCC (ethyl 4-(diethoxyphosphoryl)-2-butenoate), C1(CCCCCC1)=O (cycloheptanone). Run in C(OC)COC (dimethoxyethane), C(OC)COC (dimethoxyethane). Conditions: temperature 10 celsius, time 45 minute. Product: C1(CCCCCC1)=CC=CC(=O)OCC (Ethyl 4-cycloheptylidene-2-butenoate). As a reaction SMILES: C(OP([CH2:9][CH:10]=[CH:11][C:12]([O:14][CH2:15][CH3:16])=[O:13])(OCC)=O)C.[H-].[Na+].[C:19]1(=O)[CH2:25][CH2:24][CH2:23][CH2:22][CH2:21][CH2:20]1.O>C(COC)OC>[C:19]1(=[CH:9][CH:10]=[CH:11][C:12]([O:14][CH2:15][CH3:16])=[O:13])[CH2:25][CH2:24][CH2:23][CH2:22][CH2:21][CH2:20]1 |f:1.2|. Procedure details: 6.7 ml of ethyl 4-(diethoxyphosphoryl)-2-butenoate are dissolved in 7 ml of dimethoxyethane and the solution is then poured onto 1.3 g of 60% sodium hydride in 40 ml of dimethoxyethane. After stirring for 45 minutes, the mixture is cooled to 10° C., 3.2 ml of cycloheptanone are then added dropwise and the mixture is allowed to return to RT. After stirring for 4 hours, the mixture is poured onto cold water and then extracted with ether, and the extracts are dried and evaporated. The residue is ch... Reactants: CC(CCN1N=C(C(CC1=O)=O)C=1SC=CC1)C (2-(3-Methyl-butyl)-6-thiophen-2-yl-2H-pyridazine-3,5-dione), F[B-](F)(F)F.CSC(SC)=[S+]C ((bis-methylsulfanyl-methylene)-methyl-sulfonium tetrafluoro borate salt), O1CCOCC1 (1,4-Dioxane), N1=CC=CC=C1 (pyridine). Reported procedure: 2-(3-Methyl-butyl)-6-thiophen-2-yl-2H-pyridazine-3,5-dione (0.215 g, 0.814 mmol) and (bis-methylsulfanyl-methylene)-methyl-sulfonium tetrafluoro borate salt (prepared as described in WO 2008/011337; 0.79 g, 3.26 mmol) were combined. 1,4-Dioxane (1.06 mL) and pyridine (0.15 mL) were added. The mixture was heated at 100° C. for 1 h while stirring. Upon cooling, the mixture was diluted with ethyl acetate (30 mL) and washed with water (15 mL), saturated aqueous brine solution (15 mL), dried over sod... Conditions: temperature 100 celsius. Product: CSC(=C1C(N(N=C(C1=O)C=1SC=CC1)CCC(C)C)=O)SC (4-(bis-methylsulfanyl-methylene)-2-(3-methyl-butyl)-6-thiophen-2-yl-2H-pyridazine-3,5-dione). Solvent: C(C)(=O)OCC (ethyl acetate). Yield: 20.0%. As a reaction SMILES: [CH3:1][CH:2]([CH3:18])[CH2:3][CH2:4][N:5]1[C:10](=[O:11])[CH2:9][C:8](=[O:12])[C:7]([C:13]2[S:14][CH:15]=[CH:16][CH:17]=2)=[N:6]1.F[B-](F)(F)F.[CH3:24][S:25][C:26](=[S+]C)[S:27][CH3:28].O1CCOCC1.N1C=CC=CC=1>C(OCC)(=O)C>[CH3:24][S:25][C:26]([S:27][CH3:28])=[C:9]1[C:8](=[O:12])[C:7]([C:13]2[S:14][CH:15]=[CH:16][CH:17]=2)=[N:6][N:5]([CH2:4][CH2:3][CH:2]([CH3:18])[CH3:1])[C:10]1=[O:11] |f:1.2|. The reactants are CO, COC(=O)c1ccccc1Sc1ccccc1[N+](=O)[O-]. The product is COC(=O)c1ccccc1Sc1ccccc1N. Reaction SMILES: [CH3:21][OH:22].[N+:1]([O-:2])(=[O:3])[c:4]1[c:5]([S:10][c:11]2[c:12]([C:13](=[O:14])[O:15][CH3:16])[cH:17][cH:18][cH:19][cH:20]2)[cH:6][cH:7][cH:8][cH:9]1>>[NH2:1][c:4]1[c:5]([S:10][c:11]2[c:12]([C:13](=[O:14])[O:15][CH3:16])[cH:17][cH:18][cH:19][cH:20]2)[cH:6][cH:7][cH:8][cH:9]1. The reactants are CCOCC, CN(C)C=O, CC(=O)O, CCOC(=O)c1ccc(CCl)o1, [H-], [I-], [K+], CC(=O)Cc1ccc([N+](=O)[O-])cc1, [Na+], O. Product: CCOC(=O)c1ccc(CC(C(C)=O)c2ccc([N+](=O)[O-])cc2)o1. RXN SMILES: [CH2:35]([O:36][CH2:37][CH3:38])[CH3:39].[CH3:30][N:31]([CH3:32])[CH:33]=[O:34].[CH3:41][C:42](=[O:43])[OH:44].[Cl:16][CH2:17][c:18]1[cH:19][cH:20][c:21]([C:23](=[O:24])[O:25][CH2:26][CH3:27])[o:22]1.[H-:14].[I-:29].[K+:28].[N+:1](=[O:2])([O-:3])[c:4]1[cH:5][cH:6][c:7]([CH2:10][C:11]([CH3:12])=[O:13])[cH:8][cH:9]1.[Na+:15].[OH2:40]>>[N+:1](=[O:2])([O-:3])[c:4]1[cH:5][cH:6][c:7]([CH:10]([C:11]([CH3:12])=[O:13])[CH2:17][c:18]2[cH:19][cH:20][c:21]([C:23](=[O:24])[O:25][CH2:26][CH3:27])[o:22]2)[cH:8][cH:9]1.